Dataset: the Open Reaction Database (ORD), a public repository of structured organic reaction records. Task: describe an organic reaction: reactants, conditions, products, and yield Reactants: C([O-])([O-])=O.[Cs+].[Cs+] (Cesium carbonate), BrCC(CO[Si](C)(C)C(C)(C)C)(C)C ((3-bromo-2,2-dimethylpropoxy)(tert-butyl)dimethylsilane), BrC=1C=C2C=CNC(C2=CC1)=O (6-bromoisoquinolin-1(2H)-one). Run in CN(C)C=O (DMF), O (water). Yields the product BrC=1C=C2C=CN(C(C2=CC1)=O)CC(CO[Si](C)(C)C(C)(C)C)(C)C (6-Bromo-2-(3-{[tert-butyl(dimethyl)silyl]oxy}-2,2-dimethylpropyl)isoquinolin-1(2H)-one). Reaction SMILES: C(=O)([O-])[O-].[Cs+].[Cs+].Br[CH2:8][C:9]([CH3:20])([CH3:19])[CH2:10][O:11][Si:12]([C:15]([CH3:18])([CH3:17])[CH3:16])([CH3:14])[CH3:13].[Br:21][C:22]1[CH:23]=[C:24]2[C:29](=[CH:30][CH:31]=1)[C:28](=[O:32])[NH:27][CH:26]=[CH:25]2>CN(C=O)C.O>[Br:21][C:22]1[CH:23]=[C:24]2[C:29](=[CH:30][CH:31]=1)[C:28](=[O:32])[N:27]([CH2:8][C:9]([CH3:20])([CH3:19])[CH2:10][O:11][Si:12]([C:15]([CH3:18])([CH3:17])[CH3:16])([CH3:14])[CH3:13])[CH:26]=[CH:25]2 |f:0.1.2|. Reported procedure: Cesium carbonate (53.3 g) and (3-bromo-2,2-dimethylpropoxy)(tert-butyl)dimethylsilane (27.62 g) were added to a solution of 6-bromoisoquinolin-1(2H)-one (Example 26a, 18.33 g) in DMF (125 mL) with stirring at room temperature under nitrogen. The resulting mixture was stirred at 100° C. for 6 h, diluted with water (300 mL), and extracted with diethyl ether (300 mL×3). The combined organic extracts were dried (MgSO4), filtered and evaporated. Starting materials: COC(C1=CC=C(C=C1)\C=C\C1=CC=2C(CCC(C2C=C1CBr)(C)C)(C)C)=O ((E)-methyl-4-[2-(3-bromomethyl-5,5,8,8-tetramethyl-5,6,7,8-tetrahydro-naphthalen-2-yl)vinyl]benzoate), N1N=CC=C1 (pyrazole). Run in CN1CCCC1 (N-methyl pyrrolidine), [Cl-].[Na+].O (brine). Run at time 2 hour. Product: COC(C1=CC=C(C=C1)C=CC1=CC=2C(CCC(C2C=C1CN1N=CC=C1)(C)C)(C)C)=O (methyl-4-[2-(5,5,8,8-Tetramethyl-3-pyrazol-1-ylmethyl-5,6,7,8-tetrahydro-naphthalen-2-yl)vinyl]benzoate). Isolated yield 83.0%. Reaction SMILES: [CH3:1][O:2][C:3](=[O:28])[C:4]1[CH:9]=[CH:8][C:7](/[CH:10]=[CH:11]/[C:12]2[C:21]([CH2:22]Br)=[CH:20][C:19]3[C:18]([CH3:25])([CH3:24])[CH2:17][CH2:16][C:15]([CH3:27])([CH3:26])[C:14]=3[CH:13]=2)=[CH:6][CH:5]=1.[NH:29]1[CH:33]=[CH:32][CH:31]=[N:30]1>CN1CCCC1.[Cl-].[Na+].O>[CH3:1][O:2][C:3](=[O:28])[C:4]1[CH:9]=[CH:8][C:7]([CH:10]=[CH:11][C:12]2[C:21]([CH2:22][N:29]3[CH:33]=[CH:32][CH:31]=[N:30]3)=[CH:20][C:19]3[C:18]([CH3:25])([CH3:24])[CH2:17][CH2:16][C:15]([CH3:27])([CH3:26])[C:14]=3[CH:13]=2)=[CH:6][CH:5]=1 |f:3.4.5|. Reported procedure: A mixture of 2.0 g (4.5 mmol) of (E)-methyl-4-[2-(3-bromomethyl-5,5,8,8-tetramethyl-5,6,7,8-tetrahydro-naphthalen-2-yl)vinyl]benzoate and 0.65 g (9.5 mmol) of pyrazole in 15 mL of N-methyl pyrrolidine was heated at 100°. After 2 hours, the reaction mixture was cooled to room temperature, poured into brine and extracted with ethyl acetate. The organic extracts were washed with brine, dried over sodium sulfate and concentrated under reduced pressure. The residue was stirred with hexane and the pro...